Dataset: the Open Reaction Database (ORD), a public repository of structured organic reaction records. Task: describe an organic reaction: reactants, conditions, products, and yield The reactants are C1(=CC=CC=C1)CCNCC=1C=NC=CC1 (3-(2-phenylethyl)aminomethylpyridine), CS(=O)(=O)Cl (methanesulfonyl chloride), C([O-])([O-])=O.[K+].[K+] (potassium carbonate). Solvent: ClCCl (dichloromethane). Product: C1(=CC=CC=C1)CCN(S(=O)(=O)C)CC=1C=NC=CC1 (N-(2-phenylethyl)-N-(pyridin-3-ylmethyl)methanesulfonamide). As a reaction SMILES: [C:1]1([CH2:7][CH2:8][NH:9][CH2:10][C:11]2[CH:12]=[N:13][CH:14]=[CH:15][CH:16]=2)[CH:6]=[CH:5][CH:4]=[CH:3][CH:2]=1.[CH3:17][S:18](Cl)(=[O:20])=[O:19].C(=O)([O-])[O-].[K+].[K+]>ClCCl>[C:1]1([CH2:7][CH2:8][N:9]([CH2:10][C:11]2[CH:12]=[N:13][CH:14]=[CH:15][CH:16]=2)[S:18]([CH3:17])(=[O:20])=[O:19])[CH:2]=[CH:3][CH:4]=[CH:5][CH:6]=1 |f:2.3.4|. Procedure details: A 4.4 g. portion of 3-(2-phenylethyl)aminomethylpyridine was reacted with 2.4 g. of methanesulfonyl chloride in the presence of 4 g. of potassium carbonate in 60 ml. of dichloromethane at ambient temperature for several days. The mixture was then diluted with 100 ml. of dichloromethane and extracted with 50 ml. of water. The organic layer was dried over magnesium sulfate and concentrated under vacuum. The residue was taken up in toluene and chromatographed on silica gel, eluting with 9:1 toluene... The reactants are C(C1=CC=CC=C1)Cl (benzyl chloride), C1(CCCCC1)P(C1=C(C=CC=C1)C1=C(C=C(C=C1C(C)C)C(C)C)C(C)C)C1CCCCC1 (2-dicyclohexylphosphino-2′,4′,6′-triisopropylbiphenyl), C([O-])([O-])=O.[Cs+].[Cs+] (caesium carbonate), C(#C)C=1N=C(SC1)C1CCN(CC1)C(=O)OC(C)(C)C (tert-butyl 4-(4-ethynyl-1,3-thiazol-2-yl)piperidine-1-carboxylate). Reagents/catalysts: CC#N.CC#N.Cl[Pd]Cl (bis(acetonitrile)dichloropalladium(II)). The solvent is O1CCCC1 (tetrahydrofuran). Reaction conditions: temperature 65 celsius. The product is C1(=CC=CC=C1)CC#CC=1N=C(SC1)C1CCN(CC1)C(=O)OC(C)(C)C (tert-Butyl 4-[4-(3-phenylprop-1-yn-1-yl)-1,3-thiazol-2-yl]piperidine-1-carboxylate). RXN SMILES: [CH2:1](Cl)[C:2]1[CH:7]=[CH:6][CH:5]=[CH:4][CH:3]=1.C1(P(C2CCCCC2)C2C=CC=CC=2C2C(C(C)C)=CC(C(C)C)=CC=2C(C)C)CCCCC1.C(=O)([O-])[O-].[Cs+].[Cs+].[C:49]([C:51]1[N:52]=[C:53]([CH:56]2[CH2:61][CH2:60][N:59]([C:62]([O:64][C:65]([CH3:68])([CH3:67])[CH3:66])=[O:63])[CH2:58][CH2:57]2)[S:54][CH:55]=1)#[CH:50]>O1CCCC1.CC#N.CC#N.Cl[Pd]Cl>[C:2]1([CH2:1][C:50]#[C:49][C:51]2[N:52]=[C:53]([CH:56]3[CH2:61][CH2:60][N:59]([C:62]([O:64][C:65]([CH3:68])([CH3:67])[CH3:66])=[O:63])[CH2:58][CH2:57]3)[S:54][CH:55]=2)[CH:7]=[CH:6][CH:5]=[CH:4][CH:3]=1 |f:2.3.4,7.8.9|. Reported procedure: Under argon, benzyl chloride (134 mg), bis(acetonitrile)dichloropalladium(II) (5.5 mg), 2-dicyclohexylphosphino-2′,4′,6′-triisopropylbiphenyl (30 mg) and caesium carbonate (363 mg) are added to a degassed solution of tert-butyl 4-(4-ethynyl-1,3-thiazol-2-yl)piperidine-1-carboxylate (X-1, 310 mg) in tetrahydrofuran (4 ml). The mixture is then warmed to 65° C. After subsequent cooling, the catalyst is removed by filtration over Celite and the filtrate is concentrated under reduced pressure. After ... The reactants are O=C(n1ccnc1)n1ccnc1, ClCCl, COc1ccc2nccc(C(O)CNCCCN(C)C(=O)OC(C)(C)C)c2c1, CN(C)c1ccccn1. As a reaction SMILES: [C:38](=[O:39])([n:40]1[cH:41][cH:42][n:43][cH:44]1)[n:45]1[cH:46][cH:47][n:48][cH:49]1.[CH2:50]([Cl:51])[Cl:52].[CH3:1][C:2]([CH3:3])([CH3:4])[O:5][C:6]([N:7]([CH3:8])[CH2:9][CH2:10][CH2:11][NH:12][CH2:13][CH:14]([c:15]1[cH:16][cH:17][n:18][c:19]2[cH:20][cH:21][c:22]([O:25][CH3:26])[cH:23][c:24]12)[OH:27])=[O:28].[CH3:29][N:30]([c:31]1[cH:32][cH:33][cH:34][cH:35][n:36]1)[CH3:37]>>[CH3:1][C:2]([CH3:3])([CH3:4])[O:5][C:6]([N:7]([CH3:8])[CH2:9][CH2:10][CH2:11][N:12]1[CH2:13][CH:14]([c:15]2[cH:16][cH:17][n:18][c:19]3[cH:20][cH:21][c:22]([O:25][CH3:26])[cH:23][c:24]23)[O:27][C:38]1=[O:39])=[O:28]. Yields the product COc1ccc2nccc(C3CN(CCCN(C)C(=O)OC(C)(C)C)C(=O)O3)c2c1. Reactants: C(C1=CC=CC=C1)N=C=O (Benzylisocyanate), NC1=C(C=C(C=C1)C1=CN(C=2N=CN=C(C21)N)C2CCCC2)OC (5-(4-amino-3-methoxyphenyl)-7-cyclopentyl-7H-pyrrolo[2,3-d]pyrimidin-4-amine), C(C)(C)N(C(C)C)CC (N,N-diisopropylethylamine). Run in ClCCl (dichloromethane), C(Cl)Cl (methylene chloride). Reaction conditions: time 24 hour. Product: NC=1C2=C(N=CN1)N(C=C2C2=CC(=C(C=C2)NC(=O)NCC2=CC=CC=C2)OC)C2CCCC2 (N-(4-(4-amino-7-cyclopentyl-7H-pyrrolo[2,3-d]pyrimidin-5-yl)-2-methoxyphenyl)-N′-benzylurea). Reaction SMILES: [CH2:1]([N:8]=[C:9]=[O:10])[C:2]1[CH:7]=[CH:6][CH:5]=[CH:4][CH:3]=1.[NH2:11][C:12]1[CH:17]=[CH:16][C:15]([C:18]2[C:26]3[C:25]([NH2:27])=[N:24][CH:23]=[N:22][C:21]=3[N:20]([CH:28]3[CH2:32][CH2:31][CH2:30][CH2:29]3)[CH:19]=2)=[CH:14][C:13]=1[O:33][CH3:34].C(N(CC)C(C)C)(C)C>ClCCl>[NH2:27][C:25]1[C:26]2[C:18]([C:15]3[CH:16]=[CH:17][C:12]([NH:11][C:9]([NH:8][CH2:1][C:2]4[CH:7]=[CH:6][CH:5]=[CH:4][CH:3]=4)=[O:10])=[C:13]([O:33][CH3:34])[CH:14]=3)=[CH:19][N:20]([CH:28]3[CH2:29][CH2:30][CH2:31][CH2:32]3)[C:21]=2[N:22]=[CH:23][N:24]=1. Reported procedure: Benzylisocyanate (24 uL, 0.194 mmol) in dichloromethane (1 mL) was added dropwise to a stirring solution of 5-(4-amino-3-methoxyphenyl)-7-cyclopentyl-7H-pyrrolo[2,3-d]pyrimidin-4-amine (50 mg, 0.155 mmol) in N,N-diisopropylethylamine (153 uL, 0.881 mmol) and methylene chloride (2 mL) under nitrogen. The resulting mixture was stirred for 24 hours. The solvent was evaporated and the solid was purified by preparative TLC using dichloromethane/methanol (95:5) as the mobile phase to give N-(4-(4-amin... The reactants are CI (methyl iodide), BrC1=CC=C(CC23C(N(C(N2)=O)C2=CC(=CC(=C2)Cl)Cl)=CCCC3)C=C1 (3a-(4-Bromo-benzyl)-1-(3,5-dichlorophenyl)-1,3,3a,4,5,6-hexahydro-benzimidazol-2-one), [H-].[Na+] (NaH). Run in CN(C)C=O (DMF), CN(C)C=O (DMF). Conditions: time 1 hour. Product: BrC1=CC=C(CC23C(N(C(N2C)=O)C2=CC(=CC(=C2)Cl)Cl)=CCCC3)C=C1 (3a-(4-Bromo-benzyl)-1-(3,5-dichlorophenyl)-3-methyl-1,3,3a,4,5,6-hexahydro-benzimidazol-2-one). Reaction SMILES: [Br:1][C:2]1[CH:26]=[CH:25][C:5]([CH2:6][C:7]23[CH2:24][CH2:23][CH2:22][CH:21]=[C:8]2[N:9]([C:13]2[CH:18]=[C:17]([Cl:19])[CH:16]=[C:15]([Cl:20])[CH:14]=2)[C:10](=[O:12])[NH:11]3)=[CH:4][CH:3]=1.[H-].[Na+].[CH3:29]I>CN(C=O)C>[Br:1][C:2]1[CH:26]=[CH:25][C:5]([CH2:6][C:7]23[CH2:24][CH2:23][CH2:22][CH:21]=[C:8]2[N:9]([C:13]2[CH:14]=[C:15]([Cl:20])[CH:16]=[C:17]([Cl:19])[CH:18]=2)[C:10](=[O:12])[N:11]3[CH3:29])=[CH:4][CH:3]=1 |f:1.2|. Procedure: 3a-(4-Bromo-benzyl)-1-(3,5-dichlorophenyl)-1,3,3a,4,5,6-hexahydro-benzimidazol-2-one (3.0 g) (0.0066 mol) in DMF (50 ml) was carefully dropped on a suspension of NaH 60% (0.32 g) (1.2 eq) in DMF (20 ml) at RT. The reaction mixture was stirred 1 h at RT then methyl iodide (0.6 ml) (1.5 eq) was added. After one night, the reaction mixture was partitioned between water and tBuOMe. The obtained precipitate was filtered, washed with water and tBuOMe, and dried to give 3a-(4-Bromo-benzyl)-1-(3,5-dichl... Reactants: CS(C)=O, Cc1cc([N+](=O)[O-])cnc1Cl, COC(=O)C1CCNCC1, [Na+], [Na+], O=C([O-])[O-], O. Yields the product COC(=O)C1CCN(c2ncc([N+](=O)[O-])cc2C)CC1. Reaction SMILES: [CH3:29][S:30]([CH3:31])=[O:32].[Cl:1][c:2]1[n:3][cH:4][c:5]([N+:9](=[O:10])[O-:11])[cH:6][c:7]1[CH3:8].[NH:18]1[CH2:19][CH2:20][CH:21]([C:22](=[O:23])[O:24][CH3:25])[CH2:26][CH2:27]1.[Na+:12].[Na+:13].[O-:14][C:15](=[O:16])[O-:17].[OH2:28]>>[c:2]1([N:18]2[CH2:19][CH2:20][CH:21]([C:22](=[O:23])[O:24][CH3:25])[CH2:26][CH2:27]2)[n:3][cH:4][c:5]([N+:9](=[O:10])[O-:11])[cH:6][c:7]1[CH3:8]. Reactants: ClC1=CC=C(S1)C=1N(C(N(C1)CC(=O)O)=O)CC1=C(C=CC=C1)F ([4-(5-chloro-2-thienyl)-3-(2-fluorobenzyl)-2-oxo-2,3-dihydro-1H-imidazol-1-yl]-acetic acid), FC(C=1C=C(C=CC1)C(C)(C)N)(F)F (2-[3-(trifluoromethyl)phenyl]propan-2-amine), C=1C=CC2=C(C1)N=NN2O (HOBt), CCN=C=NCCCN(C)C.Cl (EDC hydrochloride). Procedure: 45 mg (0.123 mmol) of [4-(5-chloro-2-thienyl)-3-(2-fluorobenzyl)-2-oxo-2,3-dihydro-1H-imidazol-1-yl]-acetic acid from Example 238A, 20 mg (0.147 mmol) of HOBt and 31 mg (0.159 mmol) of EDC hydrochloride are placed in 1.5 ml of DMF and stirred for 10 mins. Next, 30 mg (0.147 mmol) of 1-methyl-1-[(3-trifluoromethyl)phenyl]ethylamine from Example 1A are added and the mixture is stirred overnight at RT. For the workup, the reaction mixture is stirred with 2 ml of water and extracted twice with 5 ml ... Solvent: CN(C)C=O (DMF), O (water). The product is ClC1=CC=C(S1)C=1N(C(N(C1)CC(=O)NC(C)(C1=CC(=CC=C1)C(F)(F)F)C)=O)CC1=C(C=CC=C1)F (2-[4-(5-chloro-2-thienyl)-3-(2-fluorobenzyl)-2-oxo-2,3-dihydro-1H-imidazol-1-yl]-N-{1-methyl-1-[3-(trifluoromethyl)phenyl]ethyl}-acetamide). Conditions: time 10 minute. Reaction SMILES: [Cl:1][C:2]1[S:6][C:5]([C:7]2[N:8]([CH2:17][C:18]3[CH:23]=[CH:22][CH:21]=[CH:20][C:19]=3[F:24])[C:9](=[O:16])[N:10]([CH2:12][C:13](O)=[O:14])[CH:11]=2)=[CH:4][CH:3]=1.C1C=CC2N(O)N=NC=2C=1.CCN=C=NCCCN(C)C.Cl.[F:47][C:48]([F:60])([F:59])[C:49]1[CH:50]=[C:51]([C:55]([NH2:58])([CH3:57])[CH3:56])[CH:52]=[CH:53][CH:54]=1>CN(C=O)C.O>[Cl:1][C:2]1[S:6][C:5]([C:7]2[N:8]([CH2:17][C:18]3[CH:23]=[CH:22][CH:21]=[CH:20][C:19]=3[F:24])[C:9](=[O:16])[N:10]([CH2:12][C:13]([NH:58][C:55]([CH3:57])([C:51]3[CH:52]=[CH:53][CH:54]=[C:49]([C:48]([F:59])([F:60])[F:47])[CH:50]=3)[CH3:56])=[O:14])[CH:11]=2)=[CH:4][CH:3]=1 |f:2.3|.